From a dataset of the Open Reaction Database (ORD), a public repository of structured organic reaction records. describe an organic reaction: reactants, conditions, products, and yield Reactants: S1C(=NC2=C1C=CC=C2)N(C(=O)C=2C=CC=C1CCN(CC21)C=2SC(=C(N2)C(=O)OCC)C2=CC=C(C=C2)CO)COCC[Si](C)(C)C (ethyl 2-(8-(benzo[d]thiazol-2-yl((2-(trimethylsilyl)ethoxy)methyl)carbamoyl)-3,4-dihydroisoquinolin-2(1H)-yl)-5-(4-(hydroxymethyl)phenyl)thiazole-4-carboxylate), CC1(OB(OC1(C)C)C1=CC=C(C=C1)O)C (4-(4,4,5,5-tetramethyl-1,3,2-dioxaborolan-2-yl)phenol), OCC1=CC=C(C=C1)B(O)O (4-(hydroxymethyl)phenylboronic acid), ClC1=CC=C(C=N1)OCCN(C)C (2-(6-chloropyridin-3-yloxy)-N,N-dimethylethanamine). Yields the product CN(CCOC=1C=CC(=NC1)C1=CC=C(C=C1)O)C (4-(5-(2-(dimethylamino)ethoxy)pyridin-2-yl)phenol). As a reaction SMILES: S1C2C=CC=CC=2N=C1N(COCC[Si](C)(C)C)C(C1C=CC=C2C=1CN(C1SC(C3C=CC(CO)=CC=3)=C(C(OCC)=O)N=1)CC2)=O.OCC1C=CC(B(O)O)=CC=1.Cl[C:61]1[N:66]=[CH:65][C:64]([O:67][CH2:68][CH2:69][N:70]([CH3:72])[CH3:71])=[CH:63][CH:62]=1.CC1(C)C(C)(C)OB([C:81]2[CH:86]=[CH:85][C:84]([OH:87])=[CH:83][CH:82]=2)O1>>[CH3:71][N:70]([CH3:72])[CH2:69][CH2:68][O:67][C:64]1[CH:63]=[CH:62][C:61]([C:81]2[CH:86]=[CH:85][C:84]([OH:87])=[CH:83][CH:82]=2)=[N:66][CH:65]=1. Procedure: Compound 90B was prepared in a similar manner to the synthesis of compound 34D by substituting compound 34C and 4-(hydroxymethyl)phenylboronic acid with compound 90A and 4-(4,4,5,5-tetramethyl-1,3,2-dioxaborolan-2-yl)phenol, respectively: 1H NMR (DMSO-d6): δ 9.56 (s, 1H), 8.29 (d, J=2.76 Hz, 1H), 7.83 (d, J=8.59 Hz, 2H), 7.74 (d, J=8.59 Hz, 2H), 7.41 (dd, J=8.59, 2.76 Hz, 2H), 6.82 (d, J=8.29 Hz, 2H), 4.14 (t, J=5.68 Hz, 2H), 2.64 (t, J=5.68 Hz, 2H), 2.22 (s, 6H). ESI (+)/MS: 258 (M+H)+. Starting materials: COc1ccc(S(=O)(=O)N2C(=O)C(O)(c3ccccc3OC)c3cc(Cl)ccc32)c(OC(F)(F)F)c1, ClC(Cl)Cl, O=S(Cl)Cl. Yields the product COc1ccc(S(=O)(=O)N2C(=O)C(Cl)(c3ccccc3OC)c3cc(Cl)ccc32)c(OC(F)(F)F)c1. RXN SMILES: [Cl:1][c:2]1[cH:3][c:4]2[c:8]([cH:9][cH:10]1)[N:7]([S:11](=[O:12])(=[O:13])[c:14]1[c:15]([O:22][C:23]([F:24])([F:25])[F:26])[cH:16][c:17]([O:20][CH3:21])[cH:18][cH:19]1)[C:6](=[O:27])[C:5]2([c:28]1[c:29]([O:34][CH3:35])[cH:30][cH:31][cH:32][cH:33]1)[OH:36].[Cl:41][CH:42]([Cl:43])[Cl:44].[S:37]([Cl:38])([Cl:39])=[O:40]>>[Cl:1][c:2]1[cH:3][c:4]2[c:8]([cH:9][cH:10]1)[N:7]([S:11](=[O:12])(=[O:13])[c:14]1[c:15]([O:22][C:23]([F:24])([F:25])[F:26])[cH:16][c:17]([O:20][CH3:21])[cH:18][cH:19]1)[C:6](=[O:27])[C:5]2([c:28]1[c:29]([O:34][CH3:35])[cH:30][cH:31][cH:32][cH:33]1)[Cl:39]. The reactants are N=C1NC(C2=CC=CC=C12)=N (1,3-diiminoisoindoline), S=C1SCC(N1)=S (2,4-dithioxo-thiazolidine). The solvent is CO (methanol), CO (methanol). Conditions: time 24 hour. Product: N=C1NC(C2=CC=CC=C12)=C1C(NC(S1)=S)=S (1-imino-3-(2,4-dithioxo-5-thiazolidinylidene)isoindoline). As a reaction SMILES: N=[C:2]1[C:10]2[C:5](=[CH:6][CH:7]=[CH:8][CH:9]=2)[C:4](=[NH:11])[NH:3]1.[S:12]=[C:13]1[NH:17][C:16](=[S:18])[CH2:15][S:14]1>CO>[NH:11]=[C:4]1[C:5]2[C:10](=[CH:9][CH:8]=[CH:7][CH:6]=2)[C:2](=[C:15]2[S:14][C:13](=[S:12])[NH:17][C:16]2=[S:18])[NH:3]1. Procedure: A solution of 7.2 parts of 1,3-diiminoisoindoline in 100 parts of methanol was added to a solution of 7.2 parts of 2,4-dithioxo-thiazolidine in 75 parts of methanol under an atmosphere of nitrogen. The mixture was stirred at room temperature for 24 hours and the solid which separated was collected by filtration, washed with a small volume of fresh methanol and dried in vacuo at 50° C. to obtain 1-imino-3-(2,4-dithioxo-5-thiazolidinylidene)isoindoline as a red-orange crystalline solid which sinte... Starting materials: C(C)(C)(C)NC(=O)C=1N(CCN(C1)C(C)=O)C(C)=O (1,4-diacetyl-1,4,5,6-tetrahydropyrazine-2-carboxylic acid tert-butylamide), O=O (oxygen), 1-[1(R)-(di-tert-butylphosphino)-ethyl]-2(S)-(diphenylphosphino)ferrocene, bis(bicyclo[2.2.1]hepta-2,5-diene)rhodium(I) tetrafluoroborate. Reaction conditions: time 20 hour. Yields the product C(C)(C)(C)NC(=O)[C@H]1N(CCN(C1)C(C)=O)C(C)=O ((S)-1,4-Diacetylpiperazine-2-carboxylic acid tert-butylamide). Yield: 130.4%. As a reaction SMILES: [C:1]([NH:5][C:6]([C:8]1[N:9]([C:17](=[O:19])[CH3:18])[CH2:10][CH2:11][N:12]([C:14](=[O:16])[CH3:15])[CH:13]=1)=[O:7])([CH3:4])([CH3:3])[CH3:2].O=O>>[C:1]([NH:5][C:6]([C@@H:8]1[CH2:13][N:12]([C:14](=[O:16])[CH3:15])[CH2:11][CH2:10][N:9]1[C:17](=[O:19])[CH3:18])=[O:7])([CH3:4])([CH3:2])[CH3:3]. Procedure: 8.00 g (29.9 mmol) of 1,4-diacetyl-1,4,5,6-tetrahydropyrazine-2-carboxylic acid tert-butylamide, 10.0 mg (18 μmol) of 1-[1(R)-(di-tert-butylphosphino)-ethyl]-2(S)-(diphenylphosphino)ferrocene and 6.0 mg (16 μmol) of bis(bicyclo[2.2.1]hepta-2,5-diene)rhodium(I) tetrafluoroborate were placed in an autoclave, oxygen being excluded. After flushing with argon, 80 ml of oxygen-free methanol was added. Hydrogenation was carried out at an initial pressure of 50 bar and a temperature of 110° C. for 20 ho...